Dataset: the Open Reaction Database (ORD), a public repository of structured organic reaction records. Task: describe an organic reaction: reactants, conditions, products, and yield The reactants are C1=C(C=CC=2C(C3=CC(=CC=C3C(C12)=O)C(=O)O)=O)C(=O)O (Anthraquinone-2,6-dicarboxylic acid), C([O-])(O)=O.[K+] (potassium bicarbonate). Solvent: O (water). Product: C1=C(C=CC=2C(C3=CC(=CC=C3C(C12)=O)C(=O)[O-])=O)C(=O)[O-].[K+].[K+] (Dipotassium anthraquinone-2,6-dicarboxylate). Reaction SMILES: [CH:1]1[C:14]2[C:13](=[O:15])[C:12]3[C:7](=[CH:8][C:9]([C:16]([OH:18])=[O:17])=[CH:10][CH:11]=3)[C:6](=[O:19])[C:5]=2[CH:4]=[CH:3][C:2]=1[C:20]([OH:22])=[O:21].C(=O)(O)[O-].[K+:27]>O>[CH:1]1[C:14]2[C:13](=[O:15])[C:12]3[C:7](=[CH:8][C:9]([C:16]([O-:18])=[O:17])=[CH:10][CH:11]=3)[C:6](=[O:19])[C:5]=2[CH:4]=[CH:3][C:2]=1[C:20]([O-:22])=[O:21].[K+:27].[K+:27] |f:1.2,4.5.6|. Procedure: Anthraquinone-2,6-dicarboxylic acid (1.00g) was dissolved in the minimum quantity of water (20 ml) containing one equivalent of potassium bicarbonate (0.68 g) at the boil. The solution was filtered whilst hot and allowed to crystallise. The product which separated was filtered off, dried at 100°C, and analysed for the dihydrate. Analysis: Required Carbon 47.06, Hydrogen 2.47 percent; Found Carbon 47.09, Hydrogen 2.48 percent. The reactants are O=C([O-])O, CN(C)C=O, O=C(Cl)OCc1ccccc1, Cl, [K+], Nc1ccc(-c2ccc(C(=O)O)c(=O)[nH]2)cc1, O. The product is O=C(Nc1ccc(-c2ccc(C(=O)O)c(=O)[nH]2)cc1)OCc1ccccc1. RXN SMILES: [C:18](=[O:19])([OH:20])[O-:21].[CH3:36][N:37]([CH3:38])[CH:39]=[O:40].[Cl:23][C:24](=[O:25])[O:26][CH2:27][c:28]1[cH:29][cH:30][cH:31][cH:32][cH:33]1.[ClH:34].[K+:22].[NH2:1][c:2]1[cH:3][cH:4][c:5](-[c:8]2[nH:9][c:10](=[O:17])[c:11]([C:12](=[O:13])[OH:14])[cH:15][cH:16]2)[cH:6][cH:7]1.[OH2:35]>>[NH:1]([c:2]1[cH:3][cH:4][c:5](-[c:8]2[nH:9][c:10](=[O:17])[c:11]([C:12](=[O:13])[OH:14])[cH:15][cH:16]2)[cH:6][cH:7]1)[C:24](=[O:25])[O:26][CH2:27][c:28]1[cH:29][cH:30][cH:31][cH:32][cH:33]1. The reactants are NC=1C2=C(N=C(N1)C1=NN(C3=NC=CC=C31)CCC(F)(F)F)NC(C2(C)C#C)=O (4-amino-5-ethynyl-5-methyl-2-[1-(3,3,3-trifluoropropyl)-1H-pyrazolo[3,4-b]pyridin-3-yl]-5,7-dihydro-6H-pyrrolo[2,3-d]pyrimidin-6-one), [N-]=[N+]=[N-] (azide), O=C1C(O)=C([O-])[C@H](O1)[C@@H](O)CO.[Na+] (sodium ascorbate), BrCC1CC1 ((bromomethyl)cyclopropane), [N-]=[N+]=[N-].[Na+] (sodium azide). Reagents/catalysts: S(=O)(=O)([O-])[O-].[Cu+2] (copper(II) sulfate). Run in O (water), CN(C)C=O (DMF), [Al] (aluminum). Reaction conditions: time 16 hour. Product: NC=1C2=C(N=C(N1)C1=NN(C3=NC=CC=C31)CCC(F)(F)F)NC(C2(C)C=2N=NN(C2)CC2CC2)=O (4-amino-5-[1-(cyclopropylmethyl)-1H-1,2,3-triazol-4-yl]-5-methyl-2-[1-(3,3,3-trifluoropropyl)-1H-pyrazolo[3,4-b]pyridin-3-yl]-5,7-dihydro-6H-pyrrolo[2,3-d]pyrimidin-6-one). RXN SMILES: Br[CH2:2][CH:3]1[CH2:5][CH2:4]1.[N-:6]=[N+:7]=[N-:8].[Na+].[N-]=[N+]=[N-].[NH2:13][C:14]1[C:15]2[C:37]([C:39]#[CH:40])([CH3:38])[C:36](=[O:41])[NH:35][C:16]=2[N:17]=[C:18]([C:20]2[C:28]3[C:23](=[N:24][CH:25]=[CH:26][CH:27]=3)[N:22]([CH2:29][CH2:30][C:31]([F:34])([F:33])[F:32])[N:21]=2)[N:19]=1.O=C1O[C@H]([C@H](CO)O)C([O-])=C1O.[Na+]>CN(C=O)C.[Al].S([O-])([O-])(=O)=O.[Cu+2].O>[NH2:13][C:14]1[C:15]2[C:37]([C:39]3[N:6]=[N:7][N:8]([CH2:2][CH:3]4[CH2:5][CH2:4]4)[CH:40]=3)([CH3:38])[C:36](=[O:41])[NH:35][C:16]=2[N:17]=[C:18]([C:20]2[C:28]3[C:23](=[N:24][CH:25]=[CH:26][CH:27]=3)[N:22]([CH2:29][CH2:30][C:31]([F:33])([F:32])[F:34])[N:21]=2)[N:19]=1 |f:1.2,5.6,9.10|. Procedure details: To (bromomethyl)cyclopropane (150 mg, 0.822 mmol) in DMF (2492 μl) was added sodium azide (50.2 mg, 0.772 mmol) in a 4 mL vial wrapped in aluminum foil. The solution was left to stir for 16 hours at rt. To the azide solution was added water (1.5 mL), the intermediate from Step C (100 mg, 0.249 mmol), copper(II) sulfate (15.91 mg, 0.100 mmol) and sodium ascorbate (49.4 mg, 0.249 mmol). The solution was heated to 40° C. and stirred for an additional 24 h. The reaction was then filtered through a p... Reactants: C1(=CC=CC=C1)C(C1=CC=CC=C1)(C1=CC=CC=C1)NC1[C@@H]2N(C(C(S2)(C)C)C(NC(=O)OCC)=O)C1=O (6-(triphenylmethylamino)-2,2-dimethyl-3-(N-[ethoxycarbonyl]carbamoyl)penam), [N-]=[N+]=[N-].CN(C(N(C)C)=[NH2+])C (tetramethylguanidinium azide), N1=CC=CC=C1 (pyridine), P(Cl)(Cl)(Cl)(Cl)Cl (phosphorus pentachloride). The solvent is O (water), C(Cl)Cl (methylene chloride), C(Cl)(Cl)Cl (chloroform). Conditions: temperature 0 celsius, time 0.5 hour. Yields the product C1(=CC=CC=C1)C(C1=CC=CC=C1)(C1=CC=CC=C1)NC1[C@@H]2N(C(C(S2)(C)C)C2=NN=NN2C(=O)OCC)C1=O (6-(triphenylmethylamino)-2,2-dimethyl-3-(1-[ethoxycarbonyl]tetrazol-5-yl)penam). As a reaction SMILES: [C:1]1([C:7]([NH:20][CH:21]2[C:37](=[O:38])[N:23]3[CH:24]([C:29](=O)[NH:30][C:31]([O:33][CH2:34][CH3:35])=[O:32])[C:25]([CH3:28])([CH3:27])[S:26][C@H:22]23)([C:14]2[CH:19]=[CH:18][CH:17]=[CH:16][CH:15]=2)[C:8]2[CH:13]=[CH:12][CH:11]=[CH:10][CH:9]=2)[CH:6]=[CH:5][CH:4]=[CH:3][CH:2]=1.N1C=CC=CC=1.P(Cl)(Cl)(Cl)(Cl)Cl.[N-:51]=[N+:52]=[N-:53].CN(C)C(=[NH2+])N(C)C>O.C(Cl)(Cl)Cl.C(Cl)Cl>[C:1]1([C:7]([NH:20][CH:21]2[C:37](=[O:38])[N:23]3[CH:24]([C:29]4[N:30]([C:31]([O:33][CH2:34][CH3:35])=[O:32])[N:53]=[N:52][N:51]=4)[C:25]([CH3:27])([CH3:28])[S:26][C@H:22]23)([C:8]2[CH:9]=[CH:10][CH:11]=[CH:12][CH:13]=2)[C:14]2[CH:15]=[CH:16][CH:17]=[CH:18][CH:19]=2)[CH:6]=[CH:5][CH:4]=[CH:3][CH:2]=1 |f:3.4|. Procedure: To a stirred solution of 529 mg. (1 mmole) of 6-(triphenylmethylamino)-2,2-dimethyl-3-(N-[ethoxycarbonyl]carbamoyl)penam and 240 mg. (3 mmole) of pyridine, in 25 ml. of methylene chloride, is added 208 mg. (1 mmole) of phosphorus pentachloride, at 0° C. The reaction mixture is stirred at 0° C. for 0.5 hour and then at ca. 25° C. for 2 hours. The solvents and the excess pyridine are then removed by evaporation in vacuo, and the residue is re-dissolved in 15 ml. of chloroform. The latter chlorofor...